The task is: describe an organic reaction: reactants, conditions, products, and yield. This data is from the Open Reaction Database (ORD), a public repository of structured organic reaction records. RXN SMILES: [O:1]=[C:2]([C:8]([O:10][CH2:11]C)=[O:9])[C:3]([O:5][CH2:6][CH3:7])=[O:4].Br[CH:14]([CH2:19][OH:20])[C:15]([O:17][CH3:18])=[O:16].[C:21](=O)([O-])[O-].[K+].[K+].C(=O)([O-])[O-]>CCCCCC>[O:20]1[CH2:19][CH:14]([C:15]([O:17][CH2:18][CH3:21])=[O:16])[O:1][C:2]1([C:3]([O:5][CH2:6][CH3:7])=[O:4])[C:8]([O:10][CH3:11])=[O:9] |f:2.3.4|. Procedure: Diethyl ketomalonate 15 g (0.086 mol) and methyl 2-bromo-3-hydroxy-propionate (Example 5a)) were mixed and after returning to room temperature were treated with hexane (50 ml) and 18.6 g (0.134 mol) potassium carbonate. After 6 hours an additional 5.9 g of carbonate was added and the mixture stirred at 45° overnight. The solvent is CCCCCC (hexane). Conditions: time 8 hour. Starting materials: C([O-])([O-])=O.[K+].[K+] (potassium carbonate), C([O-])([O-])=O (carbonate), O=C(C(=O)OCC)C(=O)OCC (Diethyl ketomalonate), BrC(C(=O)OC)CO (methyl 2-bromo-3-hydroxy-propionate). Product: O1C(OC(C1)C(=O)OCC)(C(=O)OC)C(=O)OCC (Methyl Diethyl 1,3-Dioxolane-2,2,4-Tricarboxylate). Starting materials: ClCCl (dichloromethane), NC1=CC=CC=C1 (aniline), C1(=CC=C(C=C1)C(=O)Cl)C (para-toluoyl chloride). The solvent is CCOCC (ether). Conditions: time 0.5 hour. Product: CC1=CC=C(NC(C2=CC=CC=C2)=O)C=C1 (Para-methylbenzanilide). Reaction SMILES: Cl[CH2:2]Cl.[NH2:4][C:5]1[CH:10]=[CH:9][CH:8]=[CH:7][CH:6]=1.[C:11]1(C)[CH:16]=[CH:15][C:14]([C:17](Cl)=[O:18])=[CH:13][CH:12]=1>CCOCC>[CH3:2][C:8]1[CH:9]=[CH:10][C:5]([NH:4][C:17](=[O:18])[C:14]2[CH:15]=[CH:16][CH:11]=[CH:12][CH:13]=2)=[CH:6][CH:7]=1. Reported procedure: To a 0° C. dichloromethane (300 mL) solution of 25 mL (274 mmol) of aniline was added 16 mL (123 mmol) para-toluoyl chloride over 10 min. The mixture was stirred at room temperature for 0.5 h, treated with 200 mL of ether and filtered immediately. The filtrate was washed with 1 M HCl (2×50 mL), 0.1 M NaOH (2×50 mL), and saturated aqueous ammonium chloride, dried over Na2SO4 and concentrated. Para-methylbenzanilide (17.3 g) was obtained as a tan solid and used directly. Starting materials: CC(C)(C)OC(=O)NCC1CCC(CNC(C(=O)OC(C)(C)C)c2ccccc2)CC1, CC(=O)O[BH-](OC(C)=O)OC(C)=O, CC(C)COC(C)ONC(=O)c1cc2ccc(C=O)cc2s1, CC(=O)O, ClCCl, [Na+], [Na+], O=C([O-])O. The product is CC(C)COC(C)ONC(=O)c1cc2ccc(CNCC3CCC(CNC(C(=O)OC(C)(C)C)c4ccccc4)CC3)cc2s1. RXN SMILES: [C:1]([CH3:2])([CH3:3])([CH3:4])[O:5][C:6]([CH:7]([c:8]1[cH:9][cH:10][cH:11][cH:12][cH:13]1)[NH:14][CH2:15][CH:16]1[CH2:17][CH2:18][CH:19]([CH2:22][NH:23][C:24]([O:25][C:26]([CH3:27])([CH3:28])[CH3:29])=[O:30])[CH2:20][CH2:21]1)=[O:31].[C:58]([O:59][BH-:60]([O:61][C:62](=[O:63])[CH3:64])[O:65][C:66](=[O:67])[CH3:68])(=[O:69])[CH3:70].[CH2:32]([CH:33]([CH3:34])[CH3:35])[O:36][CH:37]([CH3:38])[O:39][NH:40][C:41](=[O:42])[c:43]1[cH:44][c:45]2[c:46]([s:47]1)[cH:48][c:49]([CH:52]=[O:53])[cH:50][cH:51]2.[CH3:54][C:55](=[O:56])[OH:57].[Cl:77][CH2:78][Cl:79].[Na+:71].[Na+:76].[O-:72][C:73]([OH:74])=[O:75]>>[C:1]([CH3:2])([CH3:3])([CH3:4])[O:5][C:6]([CH:7]([c:8]1[cH:9][cH:10][cH:11][cH:12][cH:13]1)[NH:14][CH2:15][CH:16]1[CH2:17][CH2:18][CH:19]([CH2:22][NH:23][CH2:52][c:49]2[cH:48][c:46]3[c:45]([cH:44][c:43]([C:41]([NH:40][O:39][CH:37]([O:36][CH2:32][CH:33]([CH3:34])[CH3:35])[CH3:38])=[O:42])[s:47]3)[cH:51][cH:50]2)[CH2:20][CH2:21]1)=[O:31]. The reactants are C=CCN1CCCCC1C(Nc1cc(C)nc2c(OCCN)cccc12)c1ccccc1, CS(=O)(=O)Cl. Yields the product C=CCN1CCCCC1C(Nc1cc(C)nc2c(OCCNS(C)(=O)=O)cccc12)c1ccccc1. RXN SMILES: [CH2:1]([CH:2]=[CH2:3])[N:4]1[CH:5]([CH:10]([c:11]2[cH:12][cH:13][cH:14][cH:15][cH:16]2)[NH:17][c:18]2[cH:19][c:20]([CH3:32])[n:21][c:22]3[c:23]([O:28][CH2:29][CH2:30][NH2:31])[cH:24][cH:25][cH:26][c:27]23)[CH2:6][CH2:7][CH2:8][CH2:9]1.[CH3:33][S:34]([Cl:35])(=[O:36])=[O:37]>>[CH2:1]([CH:2]=[CH2:3])[N:4]1[CH:5]([CH:10]([c:11]2[cH:12][cH:13][cH:14][cH:15][cH:16]2)[NH:17][c:18]2[cH:19][c:20]([CH3:32])[n:21][c:22]3[c:23]([O:28][CH2:29][CH2:30][NH:31][S:34]([CH3:33])(=[O:36])=[O:37])[cH:24][cH:25][cH:26][c:27]23)[CH2:6][CH2:7][CH2:8][CH2:9]1. Starting materials: CC(=O)OC(C)=O, Nc1cc([N+](=O)[O-])ccc1C(=O)O, C1CCOC1. The product is CC(=O)Nc1cc([N+](=O)[O-])ccc1C(=O)O. As a reaction SMILES: [CH3:14][C:15](=[O:16])[O:17][C:18](=[O:19])[CH3:20].[N+:1](=[O:2])([O-:3])[c:4]1[cH:5][c:6]([NH2:13])[c:7]([C:8](=[O:9])[OH:10])[cH:11][cH:12]1.[O:21]1[CH2:22][CH2:23][CH2:24][CH2:25]1>>[N+:1](=[O:2])([O-:3])[c:4]1[cH:5][c:6]([NH:13][C:15]([CH3:14])=[O:16])[c:7]([C:8](=[O:9])[OH:10])[cH:11][cH:12]1. Reactants: NC1=CC=2C3=C(C(NC2C=C1)=O)NC=C3.Cl.C(C)C(=O)O (8-amino-4-oxo-4,5-dihydro-3H-pyrrolo[2,3-c]quinoline 1-ethyl carboxylate hydrochloride), C(C)(C)(C)C1=CC=C(C=C1)S(=O)(=O)Cl (4-tert-butyl-benzenesulfonyl chloride). Yields the product C(C)(C)(C)C1=CC=C(C=C1)S(=O)(=O)NC1=CC=2C3=C(C(NC2C=C1)=O)NC=C3.C(C)C(=O)[O-] (8-(4-tert-butyl-benzenesulfonylamino)-4-oxo-4,5-dihydro-3H-pyrrolo[2,3-c]quinoline 1-ethyl carboxylate). Yield: 38.4%. Reaction SMILES: [NH2:1][C:2]1[CH:11]=[CH:10][C:9]2[NH:8][C:7](=[O:12])[C:6]3[NH:13][CH:14]=[CH:15][C:5]=3[C:4]=2[CH:3]=1.Cl.[CH2:17]([C:19]([OH:21])=[O:20])[CH3:18].[C:22]([C:26]1[CH:31]=[CH:30][C:29]([S:32](Cl)(=[O:34])=[O:33])=[CH:28][CH:27]=1)([CH3:25])([CH3:24])[CH3:23]>>[C:22]([C:26]1[CH:31]=[CH:30][C:29]([S:32]([NH:1][C:2]2[CH:11]=[CH:10][C:9]3[NH:8][C:7](=[O:12])[C:6]4[NH:13][CH:14]=[CH:15][C:5]=4[C:4]=3[CH:3]=2)(=[O:34])=[O:33])=[CH:28][CH:27]=1)([CH3:25])([CH3:23])[CH3:24].[CH2:17]([C:19]([O-:21])=[O:20])[CH3:18] |f:0.1.2,4.5|. Procedure details: This compound is prepared according to synthesis 43, from 60 mg (0.20 mmol) of 8-amino-4-oxo-4,5-dihydro-3H-pyrrolo[2,3-c]quinoline-1-ethyl carboxylate hydrochloride (synthesis 64) and 55 mg (0.23 mmol) of 4-tert-butyl-benzenesulfonyl chloride. After recrystallization from acetonitrile/dichloromethane mixture, 36 mg (40%) of 8-(4-tert-butyl-benzenesulfonylamino)-4-oxo-4,5-dihydro-3H-pyrrolo[2,3-c]quinoline-1-ethyl carboxylate is obtained in the form of a light brown solid. The reactants are NC1=C(SC2=NC=CC(=C21)OCC2=CC=C(C=C2)OC)C(=O)N (3-amino-4-(4-methoxy-benzyloxy)-thieno[2,3-b]pyridine-2-carboxylic acid amide), FC(C(=O)O)(F)F (trifluoroacetic acid). Yields the product FC(C(=O)O)(F)F.NC1=C(SC=2NC=CC(C21)=O)C(=O)N (3-amino-4-oxo-4,7-dihydro-thieno[2,3-b]pyridine-2-carboxylic acid amide trifluoroacetic acid salt). As a reaction SMILES: [NH2:1][C:2]1[C:10]2[C:5](=[N:6][CH:7]=[CH:8][C:9]=2[O:11]CC2C=CC(OC)=CC=2)[S:4][C:3]=1[C:21]([NH2:23])=[O:22].[F:24][C:25]([F:30])([F:29])[C:26]([OH:28])=[O:27]>>[F:24][C:25]([F:30])([F:29])[C:26]([OH:28])=[O:27].[NH2:1][C:2]1[C:10]2[C:9](=[O:11])[CH:8]=[CH:7][NH:6][C:5]=2[S:4][C:3]=1[C:21]([NH2:23])=[O:22] |f:2.3|. Procedure: A solution of 2.43 g 3-amino-4-(4-methoxy-benzyloxy)-thieno[2,3-b]pyridine-2-carboxylic acid amide (Example 18) was stirred 6 h in 20 mL trifluoroacetic acid with a drying tube. The reaction was concentrated in vacuo and then co-evaporated 3 times with toluene and 2 times with CH2Cl2 to give a yellow resin. This was triturated in EtOAc and filtered to give 1.88 g 3-amino-4-oxo-4,7-dihydro-thieno[2,3-b]pyridine-2-carboxylic acid amide trifluoroacetic acid salt as a yellow solid. The reactants are ClCCl, COC(=O)c1ccc2nc(C)n(Cc3ccc(N)cc3Cl)c2n1, O, O=S(=O)(Cl)c1ccccc1, c1ccncc1. The product is COC(=O)c1ccc2nc(C)n(Cc3ccc(NS(=O)(=O)c4ccccc4)cc3Cl)c2n1. As a reaction SMILES: [Cl:41][CH2:42][Cl:43].[NH2:1][c:2]1[cH:3][c:4]([Cl:23])[c:5]([CH2:6][n:7]2[c:8]([CH3:20])[n:9][c:10]3[c:11]2[n:12][c:13]([C:16](=[O:17])[O:18][CH3:19])[cH:14][cH:15]3)[cH:21][cH:22]1.[OH2:40].[c:30]1([S:36](=[O:37])(=[O:38])[Cl:39])[cH:31][cH:32][cH:33][cH:34][cH:35]1.[cH:24]1[cH:25][cH:26][n:27][cH:28][cH:29]1>>[NH:1]([c:2]1[cH:3][c:4]([Cl:23])[c:5]([CH2:6][n:7]2[c:8]([CH3:20])[n:9][c:10]3[c:11]2[n:12][c:13]([C:16](=[O:17])[O:18][CH3:19])[cH:14][cH:15]3)[cH:21][cH:22]1)[S:36]([c:30]1[cH:31][cH:32][cH:33][cH:34][cH:35]1)(=[O:37])=[O:38]. Yield: 24.3%. Product: COC=1C(C(=C(C(C1OC)=O)CC1=CC=C(C=C1)CCCC(=O)N1CCSCC1)C)=O (N-[4-[4-(5,6-dimethoxy-3-methyl-1,4-benzoquinon-2-ylmethyl)phenyl]butanoyl]thiomorpholine). As a reaction SMILES: [CH3:1][O:2][C:3]1[C:4](=[O:26])[C:5]([CH3:25])=[C:6]([CH2:12][C:13]2[CH:18]=[CH:17][C:16]([CH2:19][CH2:20][CH2:21][C:22](O)=[O:23])=[CH:15][CH:14]=2)[C:7](=[O:11])[C:8]=1[O:9][CH3:10].[NH:27]1[CH2:32][CH2:31][S:30][CH2:29][CH2:28]1>>[CH3:1][O:2][C:3]1[C:4](=[O:26])[C:5]([CH3:25])=[C:6]([CH2:12][C:13]2[CH:14]=[CH:15][C:16]([CH2:19][CH2:20][CH2:21][C:22]([N:27]3[CH2:32][CH2:31][S:30][CH2:29][CH2:28]3)=[O:23])=[CH:17][CH:18]=2)[C:7](=[O:11])[C:8]=1[O:9][CH3:10]. Starting materials: COC=1C(C(=C(C(C1OC)=O)CC1=CC=C(C=C1)CCCC(=O)O)C)=O (4-[4-(5,6-dimethoxy-3-methyl-1,4-benzoquinon-2-ylmethyl)phenyl]-n-butyric Acid), N1CCSCC1 (thiomorpholine). Procedure: 4-[4-(5,6-dimethoxy-3-methyl-1,4-benzoquinon-2-ylmethyl)phenyl]-n-butyric acid (50 mg, 0.14 mmol) obtained in Example 26 and thiomorpholine (0.016 ml, 0.15 mmol) were used, a method similar to that described in Example 24 was employed to obtain the title compound (15 mg, 0.034 mmol, yield 24%). The reactants are C(C)(=O)OCC (ethyl acetate), C(C)OC=1C=C(C=CC1OC)[C@@H]1[C@@H](CCCC1)NC(C1=CC=C(C=C1)S(N)(=O)=O)=O ((+/-)-cis-N-[2-(3-ethoxy-4-methoxyphenyl)cyclohexyl]-4-sulfamoylbenzamide), C(C)OC=1C=C(C=CC1OC)[C@@H]1[C@@H](CCCC1)NC(C1=CC=C(C=C1)S(N)(=O)=O)=O ((+/-)-cis-N-[2-(3-ethoxy-4-methoxyphenyl)cyclohexyl]-4-sulfamoylbenzamide), P(=O)(Cl)(Cl)Cl (phosphorus oxychloride). Run in C(C)#N (acetonitrile). Yields the product C(C)OC1=C(C=C2C(=N[C@H]3CCCC[C@H]3C2=C1)C1=CC=C(C=C1)S(N)(=O)=O)OC ((+-)-cis-9-Ethoxy-8-methoxy-6-(4-sulfamoylphenyl)-1,2,3,4,4a,10b-hexahydrophenanthridine). Yield: 62.6%. As a reaction SMILES: [CH2:1]([O:3][C:4]1[CH:5]=[C:6]([C@H:12]2[CH2:17][CH2:16][CH2:15][CH2:14][C@H:13]2[NH:18][C:19](=O)[C:20]2[CH:25]=[CH:24][C:23]([S:26](=[O:29])(=[O:28])[NH2:27])=[CH:22][CH:21]=2)[CH:7]=[CH:8][C:9]=1[O:10][CH3:11])[CH3:2].P(Cl)(Cl)(Cl)=O.C(OCC)(=O)C>C(#N)C>[CH2:1]([O:3][C:4]1[CH:5]=[C:6]2[C:7]([C:19]([C:20]3[CH:25]=[CH:24][C:23]([S:26](=[O:29])(=[O:28])[NH2:27])=[CH:22][CH:21]=3)=[N:18][C@@H:13]3[C@H:12]2[CH2:17][CH2:16][CH2:15][CH2:14]3)=[CH:8][C:9]=1[O:10][CH3:11])[CH3:2]. Procedure details: 700 mg of (+/-)-cis-N-[2-(3-ethoxy-4-methoxyphenyl)cyclohexyl]-4-sulfamoylbenzamide (compound A1) are dissolved in 100 ml of acetonitrile and 2.0 ml of phosphorus oxychloride and the solution is stirred at 80° C. overnight. The reaction mixture is treated with 60 ml of ethyl acetate and extracted with sodium hydrogencarbonate solution. The organic phase is dried using sodium sulfate and concentrated. The residue is recrystallized from ethanol. 420 mg of the title compound are obtained.